From a dataset of the Open Reaction Database (ORD), a public repository of structured organic reaction records. describe an organic reaction: reactants, conditions, products, and yield Reactants: C(C)OC=C(C(=O)OCC)C(=O)OCC (diethyl ethoxymethylenemalonate), C(C)(C)[N-]C(C)C.[Li+] (lithium diisopropylamide), N1=C(C(=CC=C1)C)C (2,3-lutidine), [Cl-].[NH4+] (ammonium chloride). The solvent is C1CCOC1 (THF), C1CCOC1 (THF), C1CCOC1 (THF). Reaction conditions: time 40 minute. Product: CC1=CC=CN2C(C(=CC=C12)C(=O)OCC)=O (ethyl 9-methyl-4-oxo-4H-quinolizine-3-carboxylate). As a reaction SMILES: C([N-]C(C)C)(C)C.[Li+].[N:9]1[CH:14]=[CH:13][CH:12]=[C:11]([CH3:15])[C:10]=1[CH3:16].C([O:19][CH:20]=[C:21]([C:27](OCC)=O)[C:22]([O:24][CH2:25][CH3:26])=[O:23])C.[Cl-].[NH4+]>C1COCC1>[CH3:15][C:11]1[C:10]2[N:9]([C:20](=[O:19])[C:21]([C:22]([O:24][CH2:25][CH3:26])=[O:23])=[CH:27][CH:16]=2)[CH:14]=[CH:13][CH:12]=1 |f:0.1,4.5|. Reported procedure: To a solution of lithium diisopropylamide (1.8 M in THF, 64.8 mL, 117 mmol) in 135 mL of THF at −78° C. was added a solution of 2,3-lutidine (10.0 g, 93.0 mol) in 62 mL of THF dropwise over 10 min. After an additional 40 min, a solution diethyl ethoxymethylenemalonate (21.7 mL, 107 mmol) in 30 mL of THF was added slowly over 15 min, and the reaction was slowly warmed to rt. After 2.5 h, the mixture was treated with saturated aqueous ammonium chloride and extracted 3× with dichlormethane. The com...